Dataset: the Open Reaction Database (ORD), a public repository of structured organic reaction records. Task: describe an organic reaction: reactants, conditions, products, and yield Starting materials: O=C([O-])O, CSc1ccc(C2=C(c3ccccc3)C(=O)C(C)(C)O2)cc1Cl, O=C(OO)c1cccc(Cl)c1, ClCCl, [Na+]. Product: CS(=O)c1ccc(C2=C(c3ccccc3)C(=O)C(C)(C)O2)cc1Cl. As a reaction SMILES: [C:35](=[O:36])([OH:37])[O-:38].[Cl:1][c:2]1[cH:3][c:4]([C:10]2=[C:11]([c:18]3[cH:19][cH:20][cH:21][cH:22][cH:23]3)[C:12](=[O:17])[C:13]([CH3:15])([CH3:16])[O:14]2)[cH:5][cH:6][c:7]1[S:8][CH3:9].[Cl:24][c:25]1[cH:26][c:27]([C:32](=[O:29])[O:33][OH:34])[cH:28][cH:30][cH:31]1.[Cl:40][CH2:41][Cl:42].[Na+:39]>>[Cl:1][c:2]1[cH:3][c:4]([C:10]2=[C:11]([c:18]3[cH:19][cH:20][cH:21][cH:22][cH:23]3)[C:12](=[O:17])[C:13]([CH3:15])([CH3:16])[O:14]2)[cH:5][cH:6][c:7]1[S:8]([CH3:9])=[O:29]. Starting materials: P(Cl)(Cl)(Cl)(Cl)Cl (phosphorus pentachloride), FC(C(=O)NC1=C(C=CC=C1)C(F)(F)F)(F)F (2,2,2-trifluoro-N-(2-trifluoromethylphenyl)-acetamide). Procedure: A mixture of 27.48 g of phosphorus pentachloride and 30.84 g of 2,2,2-trifluoro-N-(2-trifluoromethylphenyl)-acetamide was stirred at 80° C. for 4 hours and was then allowed to cool. The mixture was distilled under reduced pressure to obtain 15.2 g of 2,2,2-trifluoro-N-(2-trifluoromethylphenyl)ethanimidoyl chloride with a boiling point of 85° C. at 30 mm Hg and a refractive index of nD21 =1.4297. Run at temperature 80 celsius, time 4 hour. Reaction SMILES: P(Cl)(Cl)(Cl)(Cl)[Cl:2].[F:7][C:8]([F:23])([F:22])[C:9]([NH:11][C:12]1[CH:17]=[CH:16][CH:15]=[CH:14][C:13]=1[C:18]([F:21])([F:20])[F:19])=O>>[F:7][C:8]([F:23])([F:22])[C:9]([Cl:2])=[N:11][C:12]1[CH:17]=[CH:16][CH:15]=[CH:14][C:13]=1[C:18]([F:21])([F:20])[F:19]. The yield is 46.0%. Product: FC(C(=NC1=C(C=CC=C1)C(F)(F)F)Cl)(F)F (2,2,2-trifluoro-N-(2-trifluoromethylphenyl)ethanimidoyl chloride). The reactants are F (hydrofluoric acid), C(C1=CC=CC=C1)(=O)NC=1C=CC(=NC1)OC(=O)N1CCC(CC1)O[Si](C)(C)C(C)(C)C (4-(tert-butyl-dimethyl-silanyloxy)-piperidine-1-carboxylic acid 5-benzoylamino-pyridin-2-yl ester). Run in C(C)#N (acetonitrile). Reaction conditions: time 8 hour. Product: C(C1=CC=CC=C1)(=O)NC=1C=CC(=NC1)OC(=O)N1CCC(CC1)O (4-hydroxy-piperidine-1-carboxylic acid 5-benzoylamino-pyridin-2-yl ester). Yield: 68.5%. As a reaction SMILES: F.[C:2]([NH:10][C:11]1[CH:12]=[CH:13][C:14]([O:17][C:18]([N:20]2[CH2:25][CH2:24][CH:23]([O:26][Si](C(C)(C)C)(C)C)[CH2:22][CH2:21]2)=[O:19])=[N:15][CH:16]=1)(=[O:9])[C:3]1[CH:8]=[CH:7][CH:6]=[CH:5][CH:4]=1>C(#N)C>[C:2]([NH:10][C:11]1[CH:12]=[CH:13][C:14]([O:17][C:18]([N:20]2[CH2:21][CH2:22][CH:23]([OH:26])[CH2:24][CH2:25]2)=[O:19])=[N:15][CH:16]=1)(=[O:9])[C:3]1[CH:4]=[CH:5][CH:6]=[CH:7][CH:8]=1. Procedure details: hydrofluoric acid (min. 40% in water, 0.50 mL) was added to a stirred solution of 4-(tert-butyl-dimethyl-silanyloxy)-piperidine-1-carboxylic acid 5-benzoylamino-pyridin-2-yl ester (364 mg, 0.77 mmol) in acetonitrile. After stirring overnight at room temperature the solvent was evaporated in vacuo. The residue was redissolved in dichloromethane. After addition of triethylamine (1 mL) the solution was filtered over a short pad of silicagel and washed with ethyl acetate:acetone 50:50. Evaporation o... Reactants: crude product, FC(OC1=CC=C(OC2CCNCC2)C=C1)(F)F (4-[4-(Trifluoromethoxy)phenoxy]piperidine), BrC1=CC=C(C=C1)OCC1=CC=CC=C1 (benzyl 4-bromophenyl ether), CC(C)([O-])C.[Na+] (sodium tert-butoxide), C1(=CC=CC=C1)C (toluene). The reagents and catalysts are C(C)(=O)[O-].[Pd+2].C(C)(=O)[O-] (palladium (II) acetate), C1(=CC=CC=C1)[B-](C1=CC=CC=C1)(C1=CC=CC=C1)C1=CC=CC=C1.C(C)(C)(C)[PH+](C(C)(C)C)C(C)(C)C (Tri-tert-butyl phosphonium tetraphenyl borate). The solvent is C(C)O (ethanol), C(C)(=O)OCC (ethyl acetate), C(C)(=O)OCC (ethyl acetate), O (water). Product: C(C1=CC=CC=C1)OC1=CC=C(C=C1)N1CCC(CC1)OC1=CC=C(C=C1)OC(F)(F)F (1-(4-Benzyloxyphenyl)-4-[4-(Trifluoromethoxy)phenoxy]piperidine). The yield is 89.6%. As a reaction SMILES: [F:1][C:2]([F:18])([F:17])[O:3][C:4]1[CH:16]=[CH:15][C:7]([O:8][CH:9]2[CH2:14][CH2:13][NH:12][CH2:11][CH2:10]2)=[CH:6][CH:5]=1.Br[C:20]1[CH:25]=[CH:24][C:23]([O:26][CH2:27][C:28]2[CH:33]=[CH:32][CH:31]=[CH:30][CH:29]=2)=[CH:22][CH:21]=1.CC(C)([O-])C.[Na+].C1(C)C=CC=CC=1>C(OCC)(=O)C.C([O-])(=O)C.[Pd+2].C([O-])(=O)C.C1([B-](C2C=CC=CC=2)(C2C=CC=CC=2)C2C=CC=CC=2)C=CC=CC=1.C([PH+](C(C)(C)C)C(C)(C)C)(C)(C)C.C(O)C.O>[CH2:27]([O:26][C:23]1[CH:24]=[CH:25][C:20]([N:12]2[CH2:11][CH2:10][CH:9]([O:8][C:7]3[CH:15]=[CH:16][C:4]([O:3][C:2]([F:1])([F:17])[F:18])=[CH:5][CH:6]=3)[CH2:14][CH2:13]2)=[CH:21][CH:22]=1)[C:28]1[CH:33]=[CH:32][CH:31]=[CH:30][CH:29]=1 |f:2.3,6.7.8,9.10|. Procedure details: 4-[4-(Trifluoromethoxy)phenoxy]piperidine (26.1 g), benzyl 4-bromophenyl ether (26.3 g), palladium (II) acetate (22.4 mg), Tri-tert-butyl phosphonium tetraphenyl borate (52.3 mg), sodium tert-butoxide (10.6 g) and toluene (130 mL) were placed in a vessel and heated to reflux for 4 hr under Ar. The reaction mixture was then cooled to room temperature and water (260 mL) and ethyl acetate (260 mL) were added. The organic material was taken up in ethyl acetate. The organic layer was washed two times... Starting materials: P(O)(O)(O)=O (phosphoric acid), [OH-].[Mg+2].[OH-] (magnesium hydroxide). The product is P(=O)([O-])([O-])[O-].[Mg+2].P(=O)([O-])([O-])[O-].[Mg+2].[Mg+2] (magnesium phosphate). As a reaction SMILES: [P:1](=[O:5])([OH:4])([OH:3])[OH:2].[OH-].[Mg+2:7].[OH-]>>[P:1]([O-:5])([O-:4])([O-:3])=[O:2].[Mg+2:7].[P:1]([O-:5])([O-:4])([O-:3])=[O:2].[Mg+2:7].[Mg+2:7] |f:1.2.3,4.5.6.7.8|. Reported procedure: 0.66 mol of 30% phosphoric acid was added dropwise to 1 mol of magnesium hydroxide (manufactured by Maruo Calcium Company Limited) at 15 ° C. over 600 seconds under stirring and, thereafter, this was stirred at 80 ° C. for 3 hours to obtain a white slurry. The white slurry was washed and dehydrated with a rotary filter to obtain magnesium phosphate. It was confirmed by X-ray diffraction that the resulting white cake is trimagnesium phosphate. Reactants: CC12CCC(=O)NC1=CCC1C2CCC2(C)C(C(=O)O)CCC12, NC(Cc1ccccc1)c1cccs1. The product is CC12CCC(=O)NC1=CCC1C2CCC2(C)C(C(=O)NC(Cc3ccccc3)c3cccs3)CCC12. Reaction SMILES: [O:1]=[C:2]1[NH:3][C:4]2=[CH:5][CH2:6][CH:7]3[CH:8]4[CH2:9][CH2:10][CH:11]([C:21](=[O:22])[OH:23])[C:12]4([CH3:13])[CH2:14][CH2:15][CH:16]3[C:17]2([CH3:20])[CH2:18][CH2:19]1.[c:24]1([CH2:30][CH:31]([c:32]2[s:33][cH:34][cH:35][cH:36]2)[NH2:37])[cH:25][cH:26][cH:27][cH:28][cH:29]1>>[O:1]=[C:2]1[NH:3][C:4]2=[CH:5][CH2:6][CH:7]3[CH:8]4[CH2:9][CH2:10][CH:11]([C:21](=[O:22])[NH:37][CH:31]([CH2:30][c:24]5[cH:25][cH:26][cH:27][cH:28][cH:29]5)[c:32]5[s:33][cH:34][cH:35][cH:36]5)[C:12]4([CH3:13])[CH2:14][CH2:15][CH:16]3[C:17]2([CH3:20])[CH2:18][CH2:19]1.